This data is from the Open Reaction Database (ORD), a public repository of structured organic reaction records. The task is: describe an organic reaction: reactants, conditions, products, and yield The reactants are ClC(=CCl)OC1=C(C=CC=C1)S(=O)(=O)NC(=O)NC (N-[2-(1,2-dichlorovinyloxy)phenylsulfonyl]-N'-methyl urea). Solvent: ClC1=CC=CC=C1 (chlorobenzene). The product is ClC(=CCl)OC1=C(C=CC=C1)S(=O)(=O)N=C=O (2-(1,2-dichlorovinyloxy)phenylsulfonyl-isocyanate). Isolated yield 98.1%. Reaction SMILES: [Cl:1][C:2]([O:5][C:6]1[CH:11]=[CH:10][CH:9]=[CH:8][C:7]=1[S:12]([NH:15][C:16](NC)=[O:17])(=[O:14])=[O:13])=[CH:3][Cl:4]>ClC1C=CC=CC=1>[Cl:1][C:2]([O:5][C:6]1[CH:11]=[CH:10][CH:9]=[CH:8][C:7]=1[S:12]([N:15]=[C:16]=[O:17])(=[O:13])=[O:14])=[CH:3][Cl:4]. Reported procedure: 9.8 g of N-[2-(1,2-dichlorovinyloxy)phenylsulfonyl]-N'-methyl urea are solved in 200 ml of chlorobenzene. The solution is dried by azeotropic destilling off of 20 ml of the solvent. 5.3 g of phosgene are introduced into this solution within 45 minutes at a temperature of 120°-130° C. Evaporation of the reaction mixture to dryness yields 8.7 g of 2-(1,2-dichlorovinyloxy)phenylsulfonyl-isocyanate in form of a yellowish oil.